This data is from the Open Reaction Database (ORD), a public repository of structured organic reaction records. The task is: describe an organic reaction: reactants, conditions, products, and yield The yield is 62.7%. Reactants: COC(CCCCCC1=CC(=CC=C1)C(C)OC1=CC=C2C(C(NC2=C1)=O)(C)C)=O (6-[3-(1,3,3-trimethyl-2-oxo-2,3-dihydro-1H-indol-6-yloxymethyl)-phenyl]-hexanoic acid methyl ester), O (water), [OH-].[Na+] (NaOH), Cl (HCl). Product: CC(C=1C=C(C=CC1)CCCCCC(=O)O)OC1=CC=C2C(C(NC2=C1)=O)(C)C (6-[3-(1,3,3-Trimethyl-2-oxo-2,3-dihydro-1H-indol-6-yloxymethyl)-phenyl]-hexanoic Acid). Reported procedure: To a solution of 6-[3-(1,3,3-trimethyl-2-oxo-2,3-dihydro-1H-indol-6-yloxymethyl)-phenyl]-hexanoic acid methyl ester (110 mg, 0.27 mmol) in (1:1) THF/CH3OH (1 mL) is added 250 μL water and 10N NaOH soln (270 μL). The mixture is stirred for 16 hrs, cooled to 5° C., adjusted to pH 4 with 2N HCl soln. and diluted with EtOAc. The organic layer is washed with brine, dried over MgSO4 and concentrated. The residue is purified by flash chromatography (eluting with 50% ethyl acetate/5% methanol/hexanes) t... Solvent: C1CCOC1.CO (THF CH3OH), CCOC(=O)C (EtOAc). Reaction SMILES: C[O:2][C:3](=[O:30])[CH2:4][CH2:5][CH2:6][CH2:7][CH2:8][C:9]1[CH:14]=[CH:13][CH:12]=[C:11]([CH:15]([O:17][C:18]2[CH:26]=[C:25]3[C:21]([C:22]([CH3:29])([CH3:28])[C:23](=[O:27])[NH:24]3)=[CH:20][CH:19]=2)[CH3:16])[CH:10]=1.O.[OH-].[Na+].Cl>C1COCC1.CO.CCOC(C)=O>[CH3:16][CH:15]([O:17][C:18]1[CH:26]=[C:25]2[C:21]([C:22]([CH3:28])([CH3:29])[C:23](=[O:27])[NH:24]2)=[CH:20][CH:19]=1)[C:11]1[CH:10]=[C:9]([CH2:8][CH2:7][CH2:6][CH2:5][CH2:4][C:3]([OH:30])=[O:2])[CH:14]=[CH:13][CH:12]=1 |f:2.3,5.6|. Reaction conditions: temperature 5 celsius, time 16 hour.